From a dataset of the Open Reaction Database (ORD), a public repository of structured organic reaction records. describe an organic reaction: reactants, conditions, products, and yield Reactants: C1CCOC1, Cc1cc2cc(C(O)(C(F)(F)F)C(F)(F)F)ccc2n1Cc1cccc(C(=O)O)c1, CNC, CN1CCOCC1, Cl, On1nnc2ccccc21. Yields the product Cc1cc2cc(C(O)(C(F)(F)F)C(F)(F)F)ccc2n1Cc1cccc(C(=O)N(C)C)c1. As a reaction SMILES: [CH2:52]1[O:53][CH2:54][CH2:55][CH2:56]1.[CH3:1][c:2]1[n:3]([CH2:21][c:22]2[cH:23][c:24]([C:25](=[O:26])[OH:27])[cH:28][cH:29][cH:30]2)[c:4]2[cH:5][cH:6][c:7]([C:11]([C:12]([F:13])([F:14])[F:15])([C:16]([F:17])([F:18])[F:19])[OH:20])[cH:8][c:9]2[cH:10]1.[CH3:32][NH:33][CH3:34].[CH3:35][N:36]1[CH2:37][CH2:38][O:39][CH2:40][CH2:41]1.[ClH:31].[OH:42][n:43]1[c:44]2[c:45]([cH:46][cH:47][cH:48][cH:49]2)[n:50][n:51]1>>[CH3:1][c:2]1[n:3]([CH2:21][c:22]2[cH:23][c:24]([C:25](=[O:26])[N:33]([CH3:32])[CH3:34])[cH:28][cH:29][cH:30]2)[c:4]2[cH:5][cH:6][c:7]([C:11]([C:12]([F:13])([F:14])[F:15])([C:16]([F:17])([F:18])[F:19])[OH:20])[cH:8][c:9]2[cH:10]1.